The task is: describe an organic reaction: reactants, conditions, products, and yield. This data is from the Open Reaction Database (ORD), a public repository of structured organic reaction records. The reactants are ( 1 ), N=1NC(C=CC1)=O (3(2H)-pyridazinone), [N+]1(=CC=CC=C1)[O-] (pyridine 1-oxide). Reagents/catalysts: [Pd] (Pd-C). The product is N1=C(C=CC=C1)C=1C=CC(NN1)=O (6-(2-pyridinyl)-3(2H)-pyridazinone). RXN SMILES: [N:1]1[NH:2][C:3](=[O:7])[CH:4]=[CH:5][CH:6]=1.[N+:8]1([O-])[CH:13]=[CH:12][CH:11]=[CH:10][CH:9]=1>[Pd]>[N:8]1[CH:13]=[CH:12][CH:11]=[CH:10][C:9]=1[C:6]1[CH:5]=[CH:4][C:3](=[O:7])[NH:2][N:1]=1. Procedure details: Haginiwa et al. [Yakugaku Zasshi 98 (1), 67-71 (1978); Chem. Abstrs. 88, 170,096v (1978)] reacted 3(2H)-pyridazinone with pyridine 1-oxide and platinized Pd-C catalyst to produce 6-(2-pyridinyl)-3(2H)-pyridazinone. The reactants are C1(=CC=CC=C1)C1=NCC=2N(C3=C1C=C(C=C3)Cl)C(=NN2)C#N (6-phenyl-8-chloro-4H-s-triazolo[4,3-a][1,4]benzodiazepine-1-carbonitrile), CO (methanol), Cl (hydrochloric acid). The solvent is [OH-].[Na+] (sodium hydroxide). Run at time 10 minute. The product is C1(=CC=CC=C1)C1=NCC=2N(C3=C1C=C(C=C3)Cl)C(=NN2)C(=O)N (6-phenyl-8-chloro-4H-s-triazolo [4,3-a][1,4]benzodiazepine-1-carboxamide). RXN SMILES: [C:1]1([C:7]2[C:13]3[CH:14]=[C:15]([Cl:18])[CH:16]=[CH:17][C:12]=3[N:11]3[C:19]([C:22]#[N:23])=[N:20][N:21]=[C:10]3[CH2:9][N:8]=2)[CH:6]=[CH:5][CH:4]=[CH:3][CH:2]=1.Cl.C[OH:26]>[OH-].[Na+]>[C:1]1([C:7]2[C:13]3[CH:14]=[C:15]([Cl:18])[CH:16]=[CH:17][C:12]=3[N:11]3[C:19]([C:22]([NH2:23])=[O:26])=[N:20][N:21]=[C:10]3[CH2:9][N:8]=2)[CH:2]=[CH:3][CH:4]=[CH:5][CH:6]=1 |f:3.4|. Procedure: A solution of 1.60 g (0.005 mole) of 6-phenyl-8-chloro-4H-s-triazolo[4,3-a][1,4]benzodiazepine-1-carbonitrile in a mixture of 50 ml of methanol and 50 ml of 1N sodium hydroxide solution is allowed to stand for ca. 10 minutes at 25°. The reaction mixture is then neutralised with 2N hydrochloric acid, and concentrated to about half its volume. The concentrate is extracted in methylene chloride, the organic solution washed with saturated sodium chloride solution, dried over sodium sulphate and conc... Starting materials: C(C(=O)Cl)(=O)Cl (Oxalyl chloride), CN1C(N(C2=C(C1=O)C(=C(S2)CC2=CC=CC1=CC=CC=C21)C(=O)O)CC(C)C)=O (1,2,3,4-tetrahydro-3-methyl-1-(2-methylpropyl)-6-(1-naphthalenylmethyl)-2,4-dioxothieno[2,3-d]pyrimidine-5-carboxylic acid), CN(C=O)C (dimethylformamide). The solvent is ClCCl (dichloromethane). Reaction conditions: time 2 hour. Yields the product CN1C(N(C2=C(C1=O)C(=C(S2)CC2=CC=CC1=CC=CC=C21)C(=O)Cl)CC(C)C)=O (1,2,3,4-tetrahydro-3-methyl-1-(2-methylpropyl)-6-(1-naphthalenylmethyl)-2,4-dioxothieno[2,3-d]pyrimidine-5-carbonyl chloride). As a reaction SMILES: [C:1](Cl)(=O)[C:2]([Cl:4])=[O:3].[CH3:7][N:8]1[C:13](=[O:14])[C:12]2C(C(O)=O)=[C:16]([CH2:18][C:19]3[C:28]4[C:23](=[CH:24][CH:25]=[CH:26][CH:27]=4)[CH:22]=[CH:21][CH:20]=3)[S:17][C:11]=2[N:10]([CH2:32][CH:33]([CH3:35])[CH3:34])[C:9]1=[O:36].CN(C)C=O>ClCCl>[CH3:7][N:8]1[C:13](=[O:14])[C:12]2[C:1]([C:2]([Cl:4])=[O:3])=[C:16]([CH2:18][C:19]3[C:28]4[C:23](=[CH:24][CH:25]=[CH:26][CH:27]=4)[CH:22]=[CH:21][CH:20]=3)[S:17][C:11]=2[N:10]([CH2:32][CH:33]([CH3:34])[CH3:35])[C:9]1=[O:36]. Procedure details: Oxalyl chloride (0.092 ml) was added to a solution of 1,2,3,4-tetrahydro-3-methyl-1-(2-methylpropyl)-6-(1-naphthalenylmethyl)-2,4-dioxothieno[2,3-d]pyrimidine-5-carboxylic acid (Example 15a, 222 mg) and dimethylformamide (0.01 ml) in anhydrous dichloromethane (5 ml) at room temperature. After 2 hours, the solution was evaporated under reduced pressure to give 1,2,3,4-tetrahydro-3-methyl-1-(2-methylpropyl)-6-(1-naphthalenylmethyl)-2,4-dioxothieno[2,3-d]pyrimidine-5-carbonyl chloride as an oil. A ...